From a dataset of the Open Reaction Database (ORD), a public repository of structured organic reaction records. describe an organic reaction: reactants, conditions, products, and yield Isolated yield 34.3%. Run at temperature 120 celsius, time 4 day. Solvent: CS(=O)C (DMSO). Starting materials: ClC1=C(C(=NC=N1)N)C(C)C (6-Chloro-5-isopropyl-pyrimidin-4-ylamine), FC(C(=O)O)(F)F.N1(CCC1)CCN1C(=NC(=C1)C1=CC(=C(C=C1)F)C(F)(F)F)C1CCNCC1 (4-[1-(2-Azetidin-1-yl-ethyl)-4-(4-fluoro-3-trifluoromethyl-phenyl)-1H-imidazol-2-yl]-piperidine trifluoroacetate), C(=O)([O-])[O-].[Cs+].[Cs+] (Cs2CO3). Procedure: A reaction mixture of 6-Chloro-5-isopropyl-pyrimidin-4-ylamine (30.00 mg; 0.17 mmol; 1.00 eq.), 4-[1-(2-Azetidin-1-yl-ethyl)-4-(4-fluoro-3-trifluoromethyl-phenyl)-1H-imidazol-2-yl]-piperidine trifluoroacetate (2) (109.16 mg; 0.17 mmol; 1.00 eq.), and Cs2CO3 (227.81 mg; 0.70 mmol; 4.00 eq.) in DMSO 1.0 ml was stirred at 120° C. for 4 days, purified by prep HPLC, collected title compound 31 mg, yield 27.7%. LC-MS: (M+1=532, obsd.=532). The product is N1(CCC1)CCN1C(=NC(=C1)C1=CC(=C(C=C1)F)C(F)(F)F)C1CCN(CC1)C1=C(C(=NC=N1)N)C(C)C (6-(4-(1-(2-(azetidin-1-yl)ethyl)-4-(4-fluoro-3-(trifluoromethyl)phenyl)-1H-imidazol-2-yl)piperidin-1-yl)-5-isopropylpyrimidin-4-amine). Reaction SMILES: Cl[C:2]1[N:7]=[CH:6][N:5]=[C:4]([NH2:8])[C:3]=1[CH:9]([CH3:11])[CH3:10].FC(F)(F)C(O)=O.[N:19]1([CH2:23][CH2:24][N:25]2[CH:29]=[C:28]([C:30]3[CH:35]=[CH:34][C:33]([F:36])=[C:32]([C:37]([F:40])([F:39])[F:38])[CH:31]=3)[N:27]=[C:26]2[CH:41]2[CH2:46][CH2:45][NH:44][CH2:43][CH2:42]2)[CH2:22][CH2:21][CH2:20]1.C([O-])([O-])=O.[Cs+].[Cs+]>CS(C)=O>[N:19]1([CH2:23][CH2:24][N:25]2[CH:29]=[C:28]([C:30]3[CH:35]=[CH:34][C:33]([F:36])=[C:32]([C:37]([F:40])([F:38])[F:39])[CH:31]=3)[N:27]=[C:26]2[CH:41]2[CH2:42][CH2:43][N:44]([C:2]3[N:7]=[CH:6][N:5]=[C:4]([NH2:8])[C:3]=3[CH:9]([CH3:11])[CH3:10])[CH2:45][CH2:46]2)[CH2:20][CH2:21][CH2:22]1 |f:1.2,3.4.5|. Starting materials: Cc1oc(Br)cc1C=O, COCCOC, OB(O)c1ccnc(Cl)c1, [Na+], [Na+], O=C([O-])[O-], O, c1ccc(P(c2ccccc2)(c2ccccc2)[Pd](P(c2ccccc2)(c2ccccc2)c2ccccc2)(P(c2ccccc2)(c2ccccc2)c2ccccc2)P(c2ccccc2)(c2ccccc2)c2ccccc2)cc1. Product: Cc1oc(-c2ccnc(Cl)c2)cc1C=O. RXN SMILES: [Br:1][c:2]1[cH:3][c:4]([CH:8]=[O:9])[c:5]([CH3:7])[o:6]1.[CH3:26][O:27][CH2:28][CH2:29][O:30][CH3:31].[Cl:10][c:11]1[n:12][cH:13][cH:14][c:15]([B:17]([OH:18])[OH:19])[cH:16]1.[Na+:20].[Na+:21].[O-:22][C:23](=[O:24])[O-:25].[OH2:109].[cH:32]1[cH:33][cH:34][c:35]([P:36]([Pd:37]([P:38]([c:39]2[cH:40][cH:41][cH:42][cH:43][cH:44]2)([c:45]2[cH:46][cH:47][cH:48][cH:49][cH:50]2)[c:51]2[cH:52][cH:53][cH:54][cH:55][cH:56]2)([P:57]([c:58]2[cH:59][cH:60][cH:61][cH:62][cH:63]2)([c:64]2[cH:65][cH:66][cH:67][cH:68][cH:69]2)[c:70]2[cH:71][cH:72][cH:73][cH:74][cH:75]2)[P:76]([c:77]2[cH:78][cH:79][cH:80][cH:81][cH:82]2)([c:83]2[cH:84][cH:85][cH:86][cH:87][cH:88]2)[c:89]2[cH:90][cH:91][cH:92][cH:93][cH:94]2)([c:95]2[cH:96][cH:97][cH:98][cH:99][cH:100]2)[c:101]2[cH:102][cH:103][cH:104][cH:105][cH:106]2)[cH:107][cH:108]1>>[c:2]1(-[c:15]2[cH:14][cH:13][n:12][c:11]([Cl:10])[cH:16]2)[cH:3][c:4]([CH:8]=[O:9])[c:5]([CH3:7])[o:6]1. Starting materials: Oc1ccc(Br)c(F)c1, CC(=O)[O-], CC(=O)[O-], COC(=O)Cc1ccc(B2OC(C)(C)C(C)(C)O2)cc1, CN(C)C=O, Cl, [Na+], [Na+], O=C([O-])[O-], [Pd+2], Cc1ccccc1P(c1ccccc1C)c1ccccc1C. Product: COC(=O)Cc1ccc(-c2ccc(O)cc2F)cc1. Reaction SMILES: [Br:49][c:50]1[c:51]([F:57])[cH:52][c:53]([OH:56])[cH:54][cH:55]1.[C:64]([O-:65])(=[O:66])[CH3:67].[C:69]([O-:70])(=[O:71])[CH3:72].[CH3:29][C:30]1([CH3:31])[C:32]([CH3:33])([CH3:34])[O:35][B:36]([c:37]2[cH:38][cH:39][c:40]([CH2:43][C:44](=[O:45])[O:46][CH3:47])[cH:41][cH:42]2)[O:48]1.[CH3:59][N:60]([CH3:61])[CH:62]=[O:63].[ClH:58].[Na+:23].[Na+:24].[O-:25][C:26](=[O:27])[O-:28].[Pd+2:68].[c:1]1([CH3:2])[cH:3][cH:4][cH:5][cH:6][c:7]1[P:8]([c:9]1[cH:10][cH:11][cH:12][cH:13][c:14]1[CH3:15])[c:16]1[cH:17][cH:18][cH:19][cH:20][c:21]1[CH3:22]>>[c:37]1(-[c:50]2[c:51]([F:57])[cH:52][c:53]([OH:56])[cH:54][cH:55]2)[cH:38][cH:39][c:40]([CH2:43][C:44](=[O:45])[O:46][CH3:47])[cH:41][cH:42]1. The reactants are NCCS(=O)(=O)N(NC([C@H](CC(C)C)[C@H](C\C=C\C1=CC=CC=C1)C(NOC1OCCCC1)=O)=O)CC(C)C ((E)-2′-(2-aminoethanesulphonyl)-2(R)-[1(S)-[(tetrahydro-2(RS)-pyranyloxy)carbamoyl]-4-phenyl-3-butenyl]-2′-isobutyl-4-methylvalerohydrazide), O.C1(=CC=C(C=C1)S(=O)(=O)O)C (p-toluene-sulphonic acid monohydrate). Run in CO (methanol). Conditions: time 2.5 hour. Product: C1(=CC=C(C=C1)S(=O)(=O)O)C.NCCS(=O)(=O)N(NC([C@H](CC(C)C)[C@H](C\C=C\C1=CC=CC=C1)C(NO)=O)=O)CC(C)C ((E)-2′-(2-aminoethanesulphonyl)-2(R)-[1(S)-(hydroxycarbamoyl)-4-phenyl-3-butenyl]-2′-isobutyl-4-methylvalerohydrazide p-toluene-sulphonate). The yield is 88.3%. As a reaction SMILES: [NH2:1][CH2:2][CH2:3][S:4]([N:7]([CH2:36][CH:37]([CH3:39])[CH3:38])[NH:8][C:9](=[O:35])[C@@H:10]([C@@H:15]([C:25](=[O:34])[NH:26][O:27]C1CCCCO1)[CH2:16]/[CH:17]=[CH:18]/[C:19]1[CH:24]=[CH:23][CH:22]=[CH:21][CH:20]=1)[CH2:11][CH:12]([CH3:14])[CH3:13])(=[O:6])=[O:5].O.[C:41]1([CH3:51])[CH:46]=[CH:45][C:44]([S:47]([OH:50])(=[O:49])=[O:48])=[CH:43][CH:42]=1>CO>[C:41]1([CH3:51])[CH:42]=[CH:43][C:44]([S:47]([OH:50])(=[O:48])=[O:49])=[CH:45][CH:46]=1.[NH2:1][CH2:2][CH2:3][S:4]([N:7]([CH2:36][CH:37]([CH3:39])[CH3:38])[NH:8][C:9](=[O:35])[C@@H:10]([C@@H:15]([C:25](=[O:34])[NH:26][OH:27])[CH2:16]/[CH:17]=[CH:18]/[C:19]1[CH:24]=[CH:23][CH:22]=[CH:21][CH:20]=1)[CH2:11][CH:12]([CH3:14])[CH3:13])(=[O:5])=[O:6] |f:1.2,4.5|. Procedure: A solution of 0.25 g of (E)-2′-(2-aminoethanesulphonyl)-2(R)-[1(S)-[(tetrahydro-2(RS)-pyranyloxy)carbamoyl]-4-phenyl-3-butenyl]-2′-isobutyl-4-methylvalerohydrazide in 5 ml of methanol was treated with 0.1 g of p-toluene-sulphonic acid monohydrate. The mixture was stirred for 2.5 hours at room temperature and evaporated. The residue was triturated with diethyl ether, filtered off and dried to give 0.255 g of (E)-2′-(2-aminoethanesulphonyl)-2(R)-[1(S)-(hydroxycarbamoyl)-4-phenyl-3-butenyl]-2′-isob... The reactants are CCCCCC, CN(C)C=O, CCOC(C)=O, O=C(Cl)C(=O)Cl, CC(Cl)Cl, NC(=O)Cc1ccccc1, Nc1ccc(Oc2cc(NC(=O)N3CCCC3)ncn2)c(F)c1, O=C=NC(=O)Cc1ccccc1. Yields the product O=C(Cc1ccccc1)NC(=O)Nc1ccc(Oc2cc(NC(=O)N3CCCC3)ncn2)c(F)c1. RXN SMILES: [CH3:56][CH2:57][CH2:58][CH2:59][CH2:60][CH3:61].[CH3:62][N:63]([CH3:64])[CH:65]=[O:66].[CH3:67][CH2:68][O:69][C:70](=[O:71])[CH3:72].[Cl:11][C:12]([C:13]([Cl:14])=[O:15])=[O:16].[Cl:52][CH:53]([Cl:54])[CH3:55].[NH2:1][C:2]([CH2:3][c:4]1[cH:5][cH:6][cH:7][cH:8][cH:9]1)=[O:10].[NH2:29][c:30]1[cH:31][c:32]([F:51])[c:33]([O:34][c:35]2[cH:36][c:37]([NH:41][C:42](=[O:43])[N:44]3[CH2:45][CH2:46][CH2:47][CH2:48]3)[n:38][cH:39][n:40]2)[cH:49][cH:50]1.[c:17]1([CH2:23][C:24](=[O:25])[N:26]=[C:27]=[O:28])[cH:18][cH:19][cH:20][cH:21][cH:22]1>>[c:17]1([CH2:23][C:24](=[O:25])[NH:26][C:27](=[O:28])[NH:29][c:30]2[cH:31][c:32]([F:51])[c:33]([O:34][c:35]3[cH:36][c:37]([NH:41][C:42](=[O:43])[N:44]4[CH2:45][CH2:46][CH2:47][CH2:48]4)[n:38][cH:39][n:40]3)[cH:49][cH:50]2)[cH:18][cH:19][cH:20][cH:21][cH:22]1. Product: COC(=O)NC=1N=C2N(C=C(C=C2)S(=O)C2=CC=CC=C2)C1 (2-(methoxycarbonylamino) 6-(phenylsulfinyl) imidazo [1,2-a] pyridine). Procedure details: Alternatively, 0.599 g. (0.002 mole) of the product of Example 3 is combined with 0.406 g. (0.002 moles) of metachloroperbenzoic acid (85%) in 300 ml. of methylene chloride and stirred at room temperature overnight. The solution is washed with saturated aqueous sodium bicarbonate and evaporated to dryness affording 0.75 g. of crude product which is recrystallized from methylene chloride affording 2-(methoxycarbonylamino) 6-(phenylsulfinyl) imidazo [1,2-a] pyridine m.p. 247°-248° C. Reactants: COC(=O)NC=1N=C2N(C=C(C=C2)SC2=CC=CC=C2)C1 (2-methoxycarbonylamino-6-(phenylthio) imidazo [1,2-a] pyridine), ClC1=CC(=CC=C1)C(=O)OO (metachloroperbenzoic acid). Solvent: C(Cl)Cl (methylene chloride). RXN SMILES: [CH3:1][O:2][C:3]([NH:5][C:6]1[N:7]=[C:8]2[CH:13]=[CH:12][C:11]([S:14][C:15]3[CH:20]=[CH:19][CH:18]=[CH:17][CH:16]=3)=[CH:10][N:9]2[CH:21]=1)=[O:4].ClC1C=CC=C(C(OO)=[O:30])C=1>C(Cl)Cl>[CH3:1][O:2][C:3]([NH:5][C:6]1[N:7]=[C:8]2[CH:13]=[CH:12][C:11]([S:14]([C:15]3[CH:16]=[CH:17][CH:18]=[CH:19][CH:20]=3)=[O:30])=[CH:10][N:9]2[CH:21]=1)=[O:4]. Reactants: ClCl (chlorine), C20H17Cl2N5O3, ClC=1C=C(C(=O)NCC2=NC3=C(N2)C=CC(=C3)Cl)C=CC1C(=O)O (3-chloro-N-(5-chloro-1H-benzimidazol-2-ylmethyl)-4-carboxybenzamide), CN(C)C(=[N+](C)C)ON1C2=C(C=CC=C2)N=N1.[B-](F)(F)(F)F (TBTU), C(C)(C)N(CC)C(C)C (diisopropylethylamine), N1C(CNCC1)=O (piperazinone). The solvent is CN(C)C=O (DMF). The product is ClC=1C=C(C(=O)NCC2=NC3=C(N2)C=CC(=C3)Cl)C=CC1C(=O)N1CC(NCC1)=O (3-chloro-N-(5-chloro-1H-benzimidazol-2-ylmethyl)-4-(3-oxopiperazin-1-ylcarbonyl)benzamide). The yield is 44.0%. As a reaction SMILES: [Cl:1][C:2]1[CH:3]=[C:4]([CH:19]=[CH:20][C:21]=1[C:22](O)=[O:23])[C:5]([NH:7][CH2:8][C:9]1[NH:13][C:12]2[CH:14]=[CH:15][C:16]([Cl:18])=[CH:17][C:11]=2[N:10]=1)=[O:6].CN(C(ON1N=NC2C=CC=CC1=2)=[N+](C)C)C.[B-](F)(F)(F)F.C(N(C(C)C)CC)(C)C.[NH:56]1[CH2:61][CH2:60][NH:59][CH2:58][C:57]1=[O:62].ClCl>CN(C=O)C>[Cl:1][C:2]1[CH:3]=[C:4]([CH:19]=[CH:20][C:21]=1[C:22]([N:59]1[CH2:60][CH2:61][NH:56][C:57](=[O:62])[CH2:58]1)=[O:23])[C:5]([NH:7][CH2:8][C:9]1[NH:13][C:12]2[CH:14]=[CH:15][C:16]([Cl:18])=[CH:17][C:11]=2[N:10]=1)=[O:6] |f:1.2|. Reported procedure: Prepared analogously to Example 1g from 3-chloro-N-(5-chloro-1H-benzimidazol-2-ylmethyl)-4-carboxybenzamide, TBTU, diisopropylethylamine, and piperazinone in DMF. Yield: 44%; C20H17Cl2N5O3 (446.29); mass spectrum: (M+H)+=446/448/450 (chlorine isotope). Reactants: C(C1=CC=CC=C1)OC(=O)N1CCC2(CC(N(C2=O)OC(=O)OCC2=CC=CC=C2)=O)CC1 (8-benzyloxycarbonyl-2-benzyloxycarbonyloxy-2,8-diazaspiro[4,5]decane-1,3-dione), CN(CCCN)C (N,N-dimethyl-1,3-propanediamine), Cl (hydrochloric acid). Solvent: ClCCl (dichloromethane). Run at time 8 hour. Yields the product C(C1=CC=CC=C1)OC(=O)N1CCC2(CC(N(C2=O)O)=O)CC1 (8-Benzyloxycarbonyl-2-hydroxy-2,8-diazaspiro-[4,5]decane-1,3-dione). Yield: 96.5%. RXN SMILES: [CH2:1]([O:8][C:9]([N:11]1[CH2:33][CH2:32][C:14]2([C:18](=[O:19])[N:17]([O:20]C(OCC3C=CC=CC=3)=O)[C:16](=[O:31])[CH2:15]2)[CH2:13][CH2:12]1)=[O:10])[C:2]1[CH:7]=[CH:6][CH:5]=[CH:4][CH:3]=1.CN(C)CCCN.Cl>ClCCl>[CH2:1]([O:8][C:9]([N:11]1[CH2:33][CH2:32][C:14]2([C:18](=[O:19])[N:17]([OH:20])[C:16](=[O:31])[CH2:15]2)[CH2:13][CH2:12]1)=[O:10])[C:2]1[CH:3]=[CH:4][CH:5]=[CH:6][CH:7]=1. Reported procedure: To a solution of 8-benzyloxycarbonyl-2-benzyloxycarbonyloxy-2,8-diazaspiro[4,5]decane-1,3-dione (5.6 g) in dichloromethane (50 ml) was added N,N-dimethyl-1,3-propanediamine (1.9 ml), and the mixture was stirred overnight at room temperature, to which was then added 1N hydrochloric acid (50 ml). The organic layer was washed with water, dried over anhydrous magnesium sulfate. The solvent was then evaporated off. The residual solid was recrystallized from ethyl ether-n-hexane to obtain 3.8 g of a c... The reactants are Cl.CSC1=CC2=C(OCC3=C(C2(O)CN(C)C)C=CC=C3)C=C1 (2-Methylthio-11-dimethylaminomethyl-6,11-dihydrodibenz(b,e)oxepin-11-ol, hydrochloride), C([O-])(O)=O.[Na+].O (sodiumbicarbonate water), C(C)(=O)OCC (ethyl acetate), solution, peroxytrifluoro acetic acid. Solvent: FC(C(=O)O)(F)F (trifluoroacetic acid), FC(C(=O)O)(F)F (trifluoroacetic acid). Run at temperature -30 celsius, time 30 minute. The product is desired compound, Cl.CS(=O)(=O)C1=CC2=C(OCC3=C(C2(O)CN(C)C)C=CC=C3)C=C1 (2-methylsulfonyl-11-dimethylaminomethyl-6,11-dihydrodibenz(b,e)oxepin-11-ol, hydrochloride). As a reaction SMILES: [ClH:1].[CH3:2][S:3][C:4]1[CH:23]=[CH:22][C:7]2[O:8][CH2:9][C:10]3[CH:21]=[CH:20][CH:19]=[CH:18][C:11]=3[C:12]([CH2:14][N:15]([CH3:17])[CH3:16])([OH:13])[C:6]=2[CH:5]=1.C(=O)(O)[O-:25].[Na+].[OH2:29].C(OCC)(=O)C>FC(F)(F)C(O)=O>[ClH:1].[CH3:2][S:3]([C:4]1[CH:23]=[CH:22][C:7]2[O:8][CH2:9][C:10]3[CH:21]=[CH:20][CH:19]=[CH:18][C:11]=3[C:12]([CH2:14][N:15]([CH3:17])[CH3:16])([OH:13])[C:6]=2[CH:5]=1)(=[O:25])=[O:29] |f:0.1,2.3.4,7.8|. Reported procedure: 2-Methylthio-11-dimethylaminomethyl-6,11-dihydrodibenz(b,e)oxepin-11-ol, hydrochloride (1.404 g, 4 mmole) is dissolved in 8 ml of trifluoroacetic acid and cooled to -30° C. 8.6 ml of 4M solution of peroxytrifluoro acetic acid in trifluoroacetic acid is added dropwise. The solution is allowed to stay at room temperature. A controlled exothermic reaction starts. After 30 minutes the reaction is complete (the reaction is readily followed by NMR). The solvent is poured into an excess solid sodiumbic...